Dataset: the Open Reaction Database (ORD), a public repository of structured organic reaction records. Task: describe an organic reaction: reactants, conditions, products, and yield The reactants are C(C)(C)C=1C(NC(NC1OC1=CC(=CC(=C1)C)C)=O)=O (5-Isopropyl-6-(3,5-dimethylphenoxy)-2,4-pyrimidinedione), ClCC=1C2=CC=CC=C2C=C2C=CC=CC12 (9-chloromethyl anthracene). Yields the product C1=CC=CC2=CC3=CC=CC=C3C(=C12)CN1C(NC(C(=C1OC1=CC(=CC(=C1)C)C)C(C)C)=O)=O (1-(Anthracen-9-ylmethyl)-5-isopropyl-6-(3,5-dimethyl-phenoxy)-2,4-pyrimidinedione). Isolated yield 44.1%. Reaction SMILES: [CH:1]([C:4]1[C:5](=[O:20])[NH:6][C:7](=[O:19])[NH:8][C:9]=1[O:10][C:11]1[CH:16]=[C:15]([CH3:17])[CH:14]=[C:13]([CH3:18])[CH:12]=1)([CH3:3])[CH3:2].Cl[CH2:22][C:23]1[C:24]2[C:29]([CH:30]=[C:31]3[C:36]=1[CH:35]=[CH:34][CH:33]=[CH:32]3)=[CH:28][CH:27]=[CH:26][CH:25]=2>>[CH:25]1[C:24]2[C:29](=[CH:30][C:31]3[C:36]([C:23]=2[CH2:22][N:8]2[C:9]([O:10][C:11]4[CH:12]=[C:13]([CH3:18])[CH:14]=[C:15]([CH3:17])[CH:16]=4)=[C:4]([CH:1]([CH3:3])[CH3:2])[C:5](=[O:20])[NH:6][C:7]2=[O:19])=[CH:35][CH:34]=[CH:33][CH:32]=3)[CH:28]=[CH:27][CH:26]=1. Procedure: 5-Isopropyl-6-(3,5-dimethylphenoxy)-2,4-pyrimidinedione and 9-chloromethyl anthracene were reacted by the same way with the example 1 to obtain the titled compound (205 mg, yield: 44.1%). The product is O=C1N(C(C2=CC=CC=C12)=O)CCC1=CNC2=CC=C(C=C12)CC(=O)OC (3-[2-(1,3-Dihydro-1,3-dioxo-2H-isoindol-2-yl)ethyl]-1H-indole-5-acetic acid, methyl ester). The reagents and catalysts are S(O)(O)(=O)=O (sulphuric acid). Procedure details: A solution of 3-[2-(1,3-dihydro-1,3-dioxo-2H-isoindol-2-yl)ethyl]-1H-indole-5-acetic acid (1 g) in methanol (50 ml) containing sulphuric acid (2 drops) was boiled under reflux for 1.5 h under nitrogen. Removal of the solvent gave a solid (1.2 g). Part of this material (0.5 g) was purified by column chromatography (Whatman MFC silica, 25 g). Elution with ethyl acetate-light petroleum (1:1) gave the title compound as yellow crystals (0.4 g) m.p. 121°-124°. Reactants: O=C1N(C(C2=CC=CC=C12)=O)CCC1=CNC2=CC=C(C=C12)CC(=O)O (3-[2-(1,3-dihydro-1,3-dioxo-2H-isoindol-2-yl)ethyl]-1H-indole-5-acetic acid), CO (methanol). Reaction SMILES: [O:1]=[C:2]1[C:10]2[C:5](=[CH:6][CH:7]=[CH:8][CH:9]=2)[C:4](=[O:11])[N:3]1[CH2:12][CH2:13][C:14]1[C:22]2[C:17](=[CH:18][CH:19]=[C:20]([CH2:23][C:24]([OH:26])=[O:25])[CH:21]=2)[NH:16][CH:15]=1.[CH3:27]O>S(=O)(=O)(O)O>[O:1]=[C:2]1[C:10]2[C:5](=[CH:6][CH:7]=[CH:8][CH:9]=2)[C:4](=[O:11])[N:3]1[CH2:12][CH2:13][C:14]1[C:22]2[C:17](=[CH:18][CH:19]=[C:20]([CH2:23][C:24]([O:26][CH3:27])=[O:25])[CH:21]=2)[NH:16][CH:15]=1. Starting materials: O=C(C=Cc1ccc2c(c1)C(=O)CC1(CCN(Cc3ccccc3)CC1)O2)NO, CCO, Cl, Cl, NO, c1ccncc1. Product: O=C(C=Cc1ccc2c(c1)C(=NO)CC1(CCN(Cc3ccccc3)CC1)O2)NO. RXN SMILES: [CH2:2]([c:3]1[cH:4][cH:5][cH:6][cH:7][cH:8]1)[N:9]1[CH2:10][CH2:11][C:12]2([O:13][c:14]3[cH:15][cH:16][c:17]([CH:23]=[CH:24][C:25](=[O:26])[NH:27][OH:28])[cH:18][c:19]3[C:20](=[O:22])[CH2:21]2)[CH2:29][CH2:30]1.[CH3:40][CH2:41][OH:42].[ClH:1].[ClH:33].[NH2:31][OH:32].[cH:34]1[cH:35][cH:36][n:37][cH:38][cH:39]1>>[CH2:2]([c:3]1[cH:4][cH:5][cH:6][cH:7][cH:8]1)[N:9]1[CH2:10][CH2:11][C:12]2([O:13][c:14]3[cH:15][cH:16][c:17]([CH:23]=[CH:24][C:25](=[O:26])[NH:27][OH:28])[cH:18][c:19]3[C:20](=[N:31][OH:32])[CH2:21]2)[CH2:29][CH2:30]1. The reactants are CC(C)(C)OC(=O)CN, COC(=O)C(C)(C)CC=O, ClCCl. The product is COC(=O)C(C)(C)CC=NCC(=O)OC(C)(C)C. Reaction SMILES: [C:1]([CH3:2])([CH3:3])([CH3:4])[O:5][C:6]([CH2:7][NH2:8])=[O:9].[CH3:10][O:11][C:12]([C:13]([CH2:14][CH:15]=[O:16])([CH3:17])[CH3:18])=[O:19].[Cl:20][CH2:21][Cl:22]>>[C:1]([CH3:2])([CH3:3])([CH3:4])[O:5][C:6]([CH2:7][N:8]=[CH:15][CH2:14][C:13]([C:12]([O:11][CH3:10])=[O:19])([CH3:17])[CH3:18])=[O:9]. Yields the product NC1=CC=2N=CN=C(C2C=N1)NC1=CC=C(C=C1)NC(C)=O (7-amino-4-(4-acetamidoanilino)pyrido[4,3-d]pyrimidine). Reaction conditions: temperature 200 celsius, time 1 hour. Starting materials: NC1=CC=2N=CN=C(C2C=N1)SC (7-amino-4-methylthiopyrido[4,3-d]pyrimidine), CC(=O)NC1=CC=C(C=C1)N (4-aminoacetanilide). RXN SMILES: [NH2:1][C:2]1[N:11]=[CH:10][C:9]2[C:8](SC)=[N:7][CH:6]=[N:5][C:4]=2[CH:3]=1.[CH3:14][C:15]([NH:17][C:18]1[CH:23]=[CH:22][C:21]([NH2:24])=[CH:20][CH:19]=1)=[O:16]>>[NH2:1][C:2]1[N:11]=[CH:10][C:9]2[C:8]([NH:24][C:21]3[CH:20]=[CH:19][C:18]([NH:17][C:15](=[O:16])[CH3:14])=[CH:23][CH:22]=3)=[N:7][CH:6]=[N:5][C:4]=2[CH:3]=1. The yield is 51.9%. Reported procedure: A mixture of 7-amino-4-methylthiopyrido[4,3-d]pyrimidine (138 mg, 0.72 mmole) and 4-aminoacetanilide (1.50 g, 10.0 mmole) is stirred under N2 at 200 °C. for 1 h. The resulting product is chromatographed over alumina (8-10% MeOH/CH2Cl2) to give 7-amino-4-(4-acetamidoanilino)pyrido[4,3-d]pyrimidine (110 mg, 52%) as a pale yellow solid. 1H NMR (DMSO) δ 9.94, 9.79 (1H, 1H, 2 brs), 9.31 (1H, s), 8.34 (1H, s), 7.69 (2H, d, J=8.9 Hz), 7.57 (2H, d, J=8.9 Hz), 6.57 (2H, brs), 6.43 (1H, s), 2.05 (3H, s).